From a dataset of the Open Reaction Database (ORD), a public repository of structured organic reaction records. describe an organic reaction: reactants, conditions, products, and yield The reactants are C(CC(O)(C(=O)O)CC(=O)O)(=O)O.C[C@H]1[C@H](CN(CC1)C(CC#N)=O)N(C=1C2=C(N=CN1)NC=C2)C (3-{(3R,4R)-4-Methyl-3-[methyl-(7H-pyrrolo[2,3-d]pyrimidin-4-yl)-amino]-piperidin-1-yl}-3-oxo-propionitrile citrate salt), [OH-].[Na+] (sodium hydroxide). Solvent: ClCCl (dichloromethane). The product is C[C@H]1[C@H](CN(CC1)C(CC#N)=O)N(C=1C2=C(N=CN1)NC=C2)C (3-{(3R,4R)-4-Methyl-3-[methyl-(7H-pyrrolo[2,3-d]pyrimidin-4-yl)-amino]-piperidin-1-yl}-3-oxo-propionitrile). As a reaction SMILES: C(O)(=O)CC(CC(O)=O)(C(O)=O)O.[CH3:14][C@@H:15]1[CH2:20][CH2:19][N:18]([C:21](=[O:25])[CH2:22][C:23]#[N:24])[CH2:17][C@@H:16]1[N:26]([CH3:36])[C:27]1[C:28]2[CH:35]=[CH:34][NH:33][C:29]=2[N:30]=[CH:31][N:32]=1.[OH-].[Na+]>ClCCl>[CH3:14][C@@H:15]1[CH2:20][CH2:19][N:18]([C:21](=[O:25])[CH2:22][C:23]#[N:24])[CH2:17][C@@H:16]1[N:26]([CH3:36])[C:27]1[C:28]2[CH:35]=[CH:34][NH:33][C:29]=2[N:30]=[CH:31][N:32]=1 |f:0.1,2.3|. Procedure details: The 3-{(3R,4R)-4-Methyl-3-[methyl-(7H-pyrrolo[2,3-d]pyrimidin-4-yl)-amino]-piperidin-1-yl}-3-oxo-propionitrile citrate salt, as prepared in Method F above, was treated with 1M sodium hydroxide in dichloromethane to afford the corresponding free base. The free base was then crystallized from methanol and water to furnish the crystal form of the free base.